Dataset: the Open Reaction Database (ORD), a public repository of structured organic reaction records. Task: describe an organic reaction: reactants, conditions, products, and yield Reaction SMILES: [Br:12][CH2:13][CH2:14][Br:15].[C:16](=[O:17])([O-:18])[O-:19].[CH3:22][C:23](=[O:24])[CH3:25].[Cs+:20].[Cs+:21].[NH2:1][c:2]1[c:3]([N+:9](=[O:10])[O-:11])[cH:4][c:5]([OH:8])[cH:6][cH:7]1>>[NH2:1][c:2]1[c:3]([N+:9](=[O:10])[O-:11])[cH:4][c:5]([O:8][CH2:14][CH2:13][Br:12])[cH:6][cH:7]1. Yields the product Nc1ccc(OCCBr)cc1[N+](=O)[O-]. Reactants: BrCCBr, O=C([O-])[O-], CC(C)=O, [Cs+], [Cs+], Nc1ccc(O)cc1[N+](=O)[O-].